From a dataset of the Open Reaction Database (ORD), a public repository of structured organic reaction records. describe an organic reaction: reactants, conditions, products, and yield Reactants: CCCCN, CCOC(C)=O, Nc1nc(Cl)nc2c1ncn2C1CCCCO1, OCCO. Yields the product CCCCNc1nc(N)c2ncn(C3CCCCO3)c2n1. As a reaction SMILES: [CH2:18]([CH2:19][CH2:20][CH3:21])[NH2:22].[CH3:27][CH2:28][O:29][C:30](=[O:31])[CH3:32].[Cl:1][c:2]1[n:3][c:4]([NH2:17])[c:5]2[n:6][cH:7][n:8]([CH:11]3[O:12][CH2:13][CH2:14][CH2:15][CH2:16]3)[c:9]2[n:10]1.[OH:23][CH2:24][CH2:25][OH:26]>>[c:2]1([NH:22][CH2:18][CH2:19][CH2:20][CH3:21])[n:3][c:4]([NH2:17])[c:5]2[n:6][cH:7][n:8]([CH:11]3[O:12][CH2:13][CH2:14][CH2:15][CH2:16]3)[c:9]2[n:10]1.